describe an organic reaction: reactants, conditions, products, and yield From a dataset of the Open Reaction Database (ORD), a public repository of structured organic reaction records. Reactants: CS(=O)(=O)OCc1ccc(Br)c(C(F)(F)F)c1, CCO, N#C[K], O. The product is N#CCc1ccc(Br)c(C(F)(F)F)c1. Reaction SMILES: [CH3:1][S:2]([O:3][CH2:6][c:7]1[cH:8][c:9]([C:14]([F:15])([F:16])[F:17])[c:10]([Br:13])[cH:11][cH:12]1)(=[O:4])=[O:5].[CH3:21][CH2:22][OH:23].[K:18][C:19]#[N:20].[OH2:24]>>[CH2:6]([c:7]1[cH:8][c:9]([C:14]([F:15])([F:16])[F:17])[c:10]([Br:13])[cH:11][cH:12]1)[C:19]#[N:20].